Dataset: the Open Reaction Database (ORD), a public repository of structured organic reaction records. Task: describe an organic reaction: reactants, conditions, products, and yield The reactants are C1CCOC1, CO, COC(=O)c1cc(NC(=O)C(C)(O)COc2ccc(C#N)c(F)c2)ccc1C#N, [Li+], [OH-]. Product: CC(O)(COc1ccc(C#N)c(F)c1)C(=O)Nc1ccc(C#N)c(C(=O)O)c1. RXN SMILES: [CH2:32]1[O:33][CH2:34][CH2:35][CH2:36]1.[CH3:37][OH:38].[CH3:3][O:4][C:5]([c:6]1[c:7]([C:29]#[N:30])[cH:8][cH:9][c:10]([NH:12][C:13]([C:14]([CH2:15][O:16][c:17]2[cH:18][c:19]([F:25])[c:20]([C:23]#[N:24])[cH:21][cH:22]2)([CH3:26])[OH:27])=[O:28])[cH:11]1)=[O:31].[Li+:2].[OH-:1]>>[O:4]=[C:5]([c:6]1[c:7]([C:29]#[N:30])[cH:8][cH:9][c:10]([NH:12][C:13]([C:14]([CH2:15][O:16][c:17]2[cH:18][c:19]([F:25])[c:20]([C:23]#[N:24])[cH:21][cH:22]2)([CH3:26])[OH:27])=[O:28])[cH:11]1)[OH:31]. The reactants are [O-]S(=O)(=O)C(F)(F)F.[Li+] (Lithium triflate), S(=O)(=O)([O-])C1=CC=C(C)C=C1.C[N+]12CCN(CC1)CC2 (1-methyl-4-aza-1-azoniabicyclo[2,2,2]octane tosylate). Run in C(C)#N (acetonitrile), C(C)#N (acetonitrile). Run at time 8 hour. The product is [O-]S(=O)(=O)C(F)(F)F.C[N+]12CCN(CC1)CC2 (1-methyl-4-aza-1-azoniabicyclo[2,2,2]octane triflate). Yield: 70.5%. Reaction SMILES: [O-:1][S:2]([C:5]([F:8])([F:7])[F:6])(=[O:4])=[O:3].[Li+].S(C1C=CC(C)=CC=1)([O-])(=O)=O.[CH3:21][N+:22]12[CH2:29][CH2:28][N:25]([CH2:26][CH2:27]1)[CH2:24][CH2:23]2>C(#N)C>[O-:4][S:2]([C:5]([F:8])([F:7])[F:6])(=[O:3])=[O:1].[CH3:21][N+:22]12[CH2:29][CH2:28][N:25]([CH2:26][CH2:27]1)[CH2:24][CH2:23]2 |f:0.1,2.3,5.6|. Reported procedure: Lithium triflate (9.54 g, 61.2 mmol) in acetonitrile (40 cm3) was added dropwise to a stirred solution of 1-methyl-4-aza-1-azoniabicyclo[2,2,2]octane tosylate (18.23 g, 61.2 mmol) in acetonitrile (125 cm3) under an atmosphere of dry nitrogen at room temperature and the mixture left stirring overnight. A white precipitate which had formed was recovered by filtration and washed with dry acetonitrile. Rotary evaporation of the combined filtrate and washings under reduced pressure gave slightly impu...